From a dataset of the Open Reaction Database (ORD), a public repository of structured organic reaction records. describe an organic reaction: reactants, conditions, products, and yield Reactants: NC1=CC=C(C(=C1C#N)C)C (6-amino-2,3-dimethylbenzonitrile), C(C1=CC=CC=C1)(=O)N=C=O (benzoyl isocyanate). Yields the product C(#N)C1=C(C=CC(=C1C)C)NC(=O)NC(C1=CC=CC=C1)=O (N-(2-cyano-3,4-dimethylphenylcarbamoyl)benzamide). RXN SMILES: [NH2:1][C:2]1[C:7]([C:8]#[N:9])=[C:6]([CH3:10])[C:5]([CH3:11])=[CH:4][CH:3]=1.[C:12]([N:20]=[C:21]=[O:22])(=[O:19])[C:13]1[CH:18]=[CH:17][CH:16]=[CH:15][CH:14]=1>>[C:8]([C:7]1[C:6]([CH3:10])=[C:5]([CH3:11])[CH:4]=[CH:3][C:2]=1[NH:1][C:21]([NH:20][C:12](=[O:19])[C:13]1[CH:14]=[CH:15][CH:16]=[CH:17][CH:18]=1)=[O:22])#[N:9]. Reported procedure: Prepared as in Example 53a from 6-amino-2,3-dimethylbenzonitrile and benzoyl isocyanate as a off-white solid (210 mg, 72%). 1H NMR (400 MHz, DMSO-d6) δ2.27 (s, 3H), 2.43 (s, 3H), 7.48 (d, J=6.4 Hz, 2H), 7.53 (t, J=8 Hz, 7.6 Hz, 2H), 7.65 (t, J=7.2 Hz, 1H), 7.94 (d, J=8 Hz, 1H), 8.03 (d, J=7.6 Hz, 2H), 11.29 (s, 1H), 11.37 (s, 1H). MS 293 (MH+). Starting materials: [OH-].[K+] (potassium hydroxide), COC([C@@H](NC1=C(C=CC=C1C)C)C)=O (N-(2,6-dimethylphenyl)-alanine methyl ester), Cl (hydrochloric acid). Solvent: CO (methanol). Product: CC1=C(C(=CC=C1)C)N[C@@H](C)C(=O)O (N-(2,6-dimethylphenyl)-alanine). Yield: 68.8%. Reaction SMILES: [OH-].[K+].C[O:4][C:5](=[O:17])[C@H:6]([CH3:16])[NH:7][C:8]1[C:13]([CH3:14])=[CH:12][CH:11]=[CH:10][C:9]=1[CH3:15].Cl>CO>[CH3:14][C:13]1[CH:12]=[CH:11][CH:10]=[C:9]([CH3:15])[C:8]=1[NH:7][C@H:6]([C:5]([OH:17])=[O:4])[CH3:16] |f:0.1|. Reported procedure: 1,000 ml (2 mol) of 2 molar methanolic potassium hydroxide solution were added to a solution of 207 g (1 mol) of N-(2,6-dimethylphenyl)-alanine methyl ester in 1,000 ml of methanol and the mixture was heated under reflux for 3 hours. After cooling, the reaction solution was acidified with 190 ml of concentrated hydrochloric acid, the potassium chloride which had precipitated was filtered off and the filtrate was evaporated in vacuo. The oily residue crystallized on grinding and warming with 350 ... The reactants are CC(C)(C)OC(=O)NC(CN1C(=O)c2ccccc2C1=O)C(=O)OC(C)(C)C, Cl, C1COCCO1. The product is CC(C)(C)OC(=O)C(N)CN1C(=O)c2ccccc2C1=O. Reaction SMILES: [C:1]([CH3:2])([CH3:3])([CH3:4])[O:5][C:6]([CH:7]([CH2:8][N:9]1[C:10](=[O:19])[c:11]2[c:12]([cH:15][cH:16][cH:17][cH:18]2)[C:13]1=[O:14])[NH:20][C:21]([O:22][C:23]([CH3:24])([CH3:25])[CH3:26])=[O:27])=[O:28].[ClH:29].[O:30]1[CH2:31][CH2:32][O:33][CH2:34][CH2:35]1>>[C:1]([CH3:2])([CH3:3])([CH3:4])[O:5][C:6]([CH:7]([CH2:8][N:9]1[C:10](=[O:19])[c:11]2[c:12]([cH:15][cH:16][cH:17][cH:18]2)[C:13]1=[O:14])[NH2:20])=[O:28]. Starting materials: OO (Hydrogen peroxide), BrC=1C=C2N=CC=3N(C2=CC1)C(=NN3)C3=CC=CC=C3 (7-Bromo-1-phenyl-[1,2,4]triazolo[4,3-a]quinoxaline), O (water). The solvent is C(C)(=O)O (acetic acid). Run at temperature 50 celsius, time 2 hour. Product: BrC=1C=C2NC(C=3N(C2=CC1)C(=NN3)C3=CC=CC=C3)=O (7-Bromo-1-phenyl-5H-[1,2,4]triazolo[4,3-a]quinoxalin-4-one). Reaction SMILES: [Br:1][C:2]1[CH:3]=[C:4]2[C:9](=[CH:10][CH:11]=1)[N:8]1[C:12]([C:15]3[CH:20]=[CH:19][CH:18]=[CH:17][CH:16]=3)=[N:13][N:14]=[C:7]1[CH:6]=[N:5]2.[OH:21]O.O>C(O)(=O)C>[Br:1][C:2]1[CH:3]=[C:4]2[C:9](=[CH:10][CH:11]=1)[N:8]1[C:12]([C:15]3[CH:20]=[CH:19][CH:18]=[CH:17][CH:16]=3)=[N:13][N:14]=[C:7]1[C:6](=[O:21])[NH:5]2. Procedure details: 7-Bromo-1-phenyl-[1,2,4]triazolo[4,3-a]quinoxaline (279 mg, 0.86 mmol) was dissolved in acetic acid (7.5 mL). Hydrogen peroxide (30%, 2.5 mL) was added, and the reaction was heated to 50° C. overnight. The reaction was poured into water (25 mL) and stirred at room temperature for 2 hours. The precipitate was filtered, washed with water, and dried to obtain the desired product, 5z. Starting materials: C(=O)(O)[O-].[Na+] (NaHCO3), [I-].[Na+] (Sodium iodide), Cl[Si](C)(C)C (chlorotrimethylsilane), C[Si](C1=C2C(SC(O2)(C)C)=C(C=2SC(OC21)(C)C)C(O)(C2=C1SC(OC1=C(C1=C2SC(O1)(C)C)[Si](C)(C)C)(C)C)C1=C2SC(OC2=C(C2=C1SC(O2)(C)C)[Si](C)(C)C)(C)C)(C)C (Tris-(8-trimethylsilyl-2,2,6,6-tetramethylbenzo[1,2-d:5,4-d']-bis(1,3)oxathiol-4-yl)methanol). Run in C(C)#N (acetonitrile). Conditions: time 20 minute. The product is CC1(OC=2C(S1)=C(C=1SC(OC1C2)(C)C)C(O)(C2=C1SC(OC1=CC1=C2SC(O1)(C)C)(C)C)C1=C2SC(OC2=CC2=C1SC(O2)(C)C)(C)C)C (Tris-(2,2,6,6-tetramethylbenzo[1,2-d:5,4-d']-bis(1,3)oxathiol-4-yl) methanol). As a reaction SMILES: C[Si](C)(C)[C:3]1[C:16]2[O:15][C:14]([CH3:18])([CH3:17])[S:13][C:12]=2[C:11]([C:19]([C:41]2[C:49]3[S:50][C:51]([CH3:54])([CH3:53])[O:52][C:48]=3[C:47]([Si](C)(C)C)=[C:46]3[C:42]=2[S:43][C:44]([CH3:60])([CH3:59])[O:45]3)([C:21]2[C:29]3[S:30][C:31]([CH3:34])([CH3:33])[O:32][C:28]=3[C:27]([Si](C)(C)C)=[C:26]3[C:22]=2[S:23][C:24]([CH3:40])([CH3:39])[O:25]3)[OH:20])=[C:5]2[S:6][C:7]([CH3:10])([CH3:9])[O:8][C:4]=12.[I-].[Na+].Cl[Si](C)(C)C.C([O-])(O)=O.[Na+]>C(#N)C>[CH3:39][C:24]1([CH3:40])[S:23][C:22]2=[C:21]([C:19]([C:11]3[C:12]4[S:13][C:14]([CH3:18])([CH3:17])[O:15][C:16]=4[CH:3]=[C:4]4[C:5]=3[S:6][C:7]([CH3:10])([CH3:9])[O:8]4)([C:41]3[C:42]4[S:43][C:44]([CH3:59])([CH3:60])[O:45][C:46]=4[CH:47]=[C:48]4[C:49]=3[S:50][C:51]([CH3:53])([CH3:54])[O:52]4)[OH:20])[C:29]3[S:30][C:31]([CH3:33])([CH3:34])[O:32][C:28]=3[CH:27]=[C:26]2[O:25]1 |f:1.2,4.5|. Procedure details: Tris-(8-trimethylsilyl-2,2,6,6-tetramethylbenzo[1,2-d:5,4-d']-bis(1,3)oxathiol-4-yl)methanol (0.62 g, 0.62 mmol) was dissolved in acetonitrile (150 mL). Sodium iodide (0.75 g, 6.0 mmol) and chlorotrimethylsilane (0.65 g, 6.0 mmol) was added in one portion. The mixture was stirred for 20 min and then poured onto diethyl ether/aq. NaHCO3. The aqueous layer was extracted with ether and the combined organic layers were washed twice with water, dried (Na2SO4), evaporated, chromatographed (silica gel;... Starting materials: Cl.CN(CCCN=C=NCC)C (1-(3-dimethylaminopropyl)-3-ethylcarbodiimide hydrochloride), C(=O)(OC(C)(C)C)N[C@H](CCSC)C(=O)O (Boc-(D)-methionine), O.ON1N=NC2=C1C=CC=C2 (1-hydroxybenzo-triazole hydrate), Cl.COC([C@@H](N)C)=O ((L)-alanine methyl ester hydrochloride), CN1CCOCC1 (N-Methylmorpholine). Run in ClCCl (dichloromethane). Conditions: temperature 0 celsius, time 5 hour. The product is N([C@H](CCSC)C(=O)N[C@@H](C)C(=O)OC)C(=O)OC(C)(C)C (Boc-(D)-Met-(L)-Ala-OMe). Yield: 84.8%. RXN SMILES: [C:1]([NH:8][C@@H:9]([C:14]([OH:16])=O)[CH2:10][CH2:11][S:12][CH3:13])([O:3][C:4]([CH3:7])([CH3:6])[CH3:5])=[O:2].O.ON1C2C=CC=CC=2N=N1.Cl.[CH3:29][O:30][C:31](=[O:35])[C@H:32]([CH3:34])[NH2:33].Cl.CN(C)CCCN=C=NCC.CN1CCOCC1>ClCCl>[NH:8]([C:1]([O:3][C:4]([CH3:5])([CH3:6])[CH3:7])=[O:2])[C@@H:9]([C:14]([NH:33][C@H:32]([C:31]([O:30][CH3:29])=[O:35])[CH3:34])=[O:16])[CH2:10][CH2:11][S:12][CH3:13] |f:1.2,3.4,5.6|. Procedure details: Boc-(D)-methionine (50.0 g) is dissolved in dichloromethane (200 ml) and 1-hydroxybenzo-triazole hydrate (29.7 g) and (L)-alanine methyl ester hydrochloride (31.0 g) is added. The mixture is cooled to 0° C. and 1-(3-dimethylaminopropyl)-3-ethylcarbodiimide hydrochloride (43.0 g) is added in portions, maintaining the temperature of the mixture at 0-5° C. N-Methylmorpholine (42.2 g) is then added over 30 minutes, maintaining the temperature of the mixture at 0-5° C. The mixture is then stirred at ... Reactants: COc1cccc(-c2cc(-c3ccccc3)cc3c2OC(COS(=O)(=O)c2ccc(C)cc2)C3)c1, CN, Cl. Product: CNCC1Cc2cc(-c3ccccc3)cc(-c3cccc(OC)c3)c2O1. RXN SMILES: [CH3:2][O:3][c:4]1[cH:5][c:6](-[c:10]2[cH:11][c:12](-[c:31]3[cH:32][cH:33][cH:34][cH:35][cH:36]3)[cH:13][c:14]3[c:18]2[O:17][CH:16]([CH2:19][O:20][S:21]([c:22]2[cH:23][cH:24][c:25]([CH3:26])[cH:27][cH:28]2)(=[O:29])=[O:30])[CH2:15]3)[cH:7][cH:8][cH:9]1.[CH3:37][NH2:38].[ClH:1]>>[CH3:2][O:3][c:4]1[cH:5][c:6](-[c:10]2[cH:11][c:12](-[c:31]3[cH:32][cH:33][cH:34][cH:35][cH:36]3)[cH:13][c:14]3[c:18]2[O:17][CH:16]([CH2:19][NH:38][CH3:37])[CH2:15]3)[cH:7][cH:8][cH:9]1.